This data is from the Open Reaction Database (ORD), a public repository of structured organic reaction records. The task is: describe an organic reaction: reactants, conditions, products, and yield Reactants: O=C1C(=CN=C2N1CCCCC2)C(=O)OCC (ethyl 4-oxo-4,6,7,8,9,10-hexahydro-pyrimido[1,2-a]azepine-3-carboxylate), O.NN (hydrazine hydrate). Run at time 2 hour. Yields the product O=C1C(=CN=C2N1CCCCC2)C(=O)NN (4-oxo-4,6,7,8,9,10-hexahydro-pyrimido[1,2-a]azepine-3-carbohydrazide). The yield is 81.0%. As a reaction SMILES: [O:1]=[C:2]1[N:7]2[CH2:8][CH2:9][CH2:10][CH2:11][CH2:12][C:6]2=[N:5][CH:4]=[C:3]1[C:13]([O:15]CC)=O.O.[NH2:19][NH2:20]>>[O:1]=[C:2]1[N:7]2[CH2:8][CH2:9][CH2:10][CH2:11][CH2:12][C:6]2=[N:5][CH:4]=[C:3]1[C:13]([NH:19][NH2:20])=[O:15] |f:1.2|. Procedure: A solution of 2.36 g. of ethyl 4-oxo-4,6,7,8,9,10-hexahydro-pyrimido[1,2-a]azepine-3-carboxylate in 10 ml. of 98% by W/V hydrazine hydrate is allowed to stand at room temperature for 2 hours. The precipitated crystals are filtered and washed with water and ethanol. 1.8 g. of (81%) 4-oxo-4,6,7,8,9,10-hexahydro-pyrimido[1,2-a]azepine-3-carbohydrazide are obtained melting at 184°-186° C. Starting materials: C(#N)C=1C=C(OCCNC(C2=CC=C(C=C2)C#N)=O)C=CC1 (N-[2-(3-cyanophenoxy)ethyl]-4-cyanobenzamide), [H-].[Na+] (sodium hydride), [H][H] (hydrogen), C(C1=CC=CC=C1)Br (benzyl bromide). The solvent is CN(C=O)C (dimethylformamide), CN(C=O)C (dimethylformamide). Conditions: time 2 hour. Product: C(#N)C=1C=C(OCCN(C(C2=CC=C(C=C2)C#N)=O)CC2=CC=CC=C2)C=CC1 (N-[2-(3-cyanophenoxy)ethyl]-N-phenylmethyl-4-cyanobenzamide). As a reaction SMILES: [H-].[Na+].[C:3]([C:5]1[CH:6]=[C:7]([CH:22]=[CH:23][CH:24]=1)[O:8][CH2:9][CH2:10][NH:11][C:12](=[O:21])[C:13]1[CH:18]=[CH:17][C:16]([C:19]#[N:20])=[CH:15][CH:14]=1)#[N:4].[H][H].[CH2:27](Br)[C:28]1[CH:33]=[CH:32][CH:31]=[CH:30][CH:29]=1>CN(C)C=O>[C:3]([C:5]1[CH:6]=[C:7]([CH:22]=[CH:23][CH:24]=1)[O:8][CH2:9][CH2:10][N:11]([CH2:27][C:28]1[CH:33]=[CH:32][CH:31]=[CH:30][CH:29]=1)[C:12](=[O:21])[C:13]1[CH:18]=[CH:17][C:16]([C:19]#[N:20])=[CH:15][CH:14]=1)#[N:4] |f:0.1|. Reported procedure: 28 mg (0.7 mmol) of sodium hydride (oily, 60%) was stirred in dimethylformamide under cooling with ice. A solution of 200 mg (0.69 mmol) of N-[2-(3-cyanophenoxy)ethyl]-4-cyanobenzamide in a small amount of dimethylformamide was added thereto. After the completion of the generation of hydrogen, 257 mg (1.5 mmol) of benzyl bromide was added to the mixture, and they were stirred at room temperature for 2 hours. The solvent was evaporated under reduced pressure. 1N aqueous hydrogen chloride solution... Starting materials: CSC1=CC=C(C=C1)C=1NC(C2=CC=CC=C2C1)=O (3-(4-methylthiophenyl)isoquinolin-1-one), P(=O)(Cl)(Cl)Cl (phosphorus oxychioride). The product is ClC1=NC(=CC2=CC=CC=C12)C1=CC=C(C=C1)SC (1-chloro-3-(4-methylthiophenyl)isoquinoline). RXN SMILES: [CH3:1][S:2][C:3]1[CH:8]=[CH:7][C:6]([C:9]2[NH:10][C:11](=O)[C:12]3[C:17]([CH:18]=2)=[CH:16][CH:15]=[CH:14][CH:13]=3)=[CH:5][CH:4]=1.P(Cl)(Cl)([Cl:22])=O>>[Cl:22][C:11]1[C:12]2[C:17](=[CH:16][CH:15]=[CH:14][CH:13]=2)[CH:18]=[C:9]([C:6]2[CH:7]=[CH:8][C:3]([S:2][CH3:1])=[CH:4][CH:5]=2)[N:10]=1. Procedure: The resulting 3-(4-methylthiophenyl)isoquinolin-1-one (0.73 g) was reacted with phosphorus oxychioride (5 ml) according to the method of Example 10-2, to give 1-chloro-3-(4-methylthiophenyl)isoquinoline. Then, N-ethylpiperazine (10 ml) and potassium carbonate (0.36 g) were added to the resulting product as it was. The resulting mixture were reacted at 100° C. overnight. The reaction solution was evaporated, and the resulting residue were added ethyl acetate and purified water. The ethyl acetate ... Starting materials: C(C(C)(C)C)(=O)OC[C@@H](OC(C)(C)C)C1=C(C2=C(N=C(S2)O)C=C1C)Br ((S)-2-(7-bromo-2-hydroxy-5-methylbenzo[d]thiazol-6-yl)-2-tert-butoxyethyl pivalate), CC(C)(C)[O-].[K+] (KOtBu), CI (MeI). Run in C1CCOC1 (THF). Reaction conditions: temperature -78 celsius, time 15 minute. Yields the product C(C(C)(C)C)(=O)OC[C@@H](OC(C)(C)C)C1=C(C2=C(N(C(S2)=O)C)C=C1C)Br ((S)-2-(7-bromo-3,5-dimethyl-2-oxo-2,3-dihydrobenzo[d]thiazol-6-yl)-2-tert-butoxyethyl pivalate). Yield: 72.7%. Reaction SMILES: [C:1]([O:7][CH2:8][C@H:9]([C:15]1[C:24]([CH3:25])=[CH:23][C:18]2[N:19]=[C:20]([OH:22])[S:21][C:17]=2[C:16]=1[Br:26])[O:10][C:11]([CH3:14])([CH3:13])[CH3:12])(=[O:6])[C:2]([CH3:5])([CH3:4])[CH3:3].[CH3:27]C([O-])(C)C.[K+].CI>C1COCC1>[C:1]([O:7][CH2:8][C@H:9]([C:15]1[C:24]([CH3:25])=[CH:23][C:18]2[N:19]([CH3:27])[C:20](=[O:22])[S:21][C:17]=2[C:16]=1[Br:26])[O:10][C:11]([CH3:14])([CH3:13])[CH3:12])(=[O:6])[C:2]([CH3:3])([CH3:4])[CH3:5] |f:1.2|. Procedure details: To a solution of (S)-2-(7-bromo-2-hydroxy-5-methylbenzo[d]thiazol-6-yl)-2-tert-butoxyethyl pivalate (67B) (40 mg, 0.090 mmol) in THF (1 ml) was added KOtBu (0.14 ml, 0.135 mmol, 1M in THF) slowly at −78° C. After 15 min, MeI (8.5 ul, 0.135 mmol) was added at −78° C. and stirred at −78° C. for 15 min. Then the reaction was reacted at rt for 3 hs. The reaction mixture was washed by sat. NaHCO3, extracted by EtOAc, dried over MgSO4, filtered, concentrated down and purified by silica gel column, elu... The reactants are BrCC=1C(=CC(=NC1)F)I (5-bromomethyl-2-fluoro-4-iodo-pyridine), C([O-])([O-])=O.[Na+].[Na+] (sodium carbonate), [N+](=O)([O-])C (nitromethane), CN(C=O)C (dimethylformamide). The reagents and catalysts are F[B-](F)(F)F.[Ag+] (silver tetrafluoroborate). Solvent: C(Cl)(Cl)Cl (chloroform), CO (methanol). Reaction conditions: time 8 hour. The product is FC1=CC(=C(C=N1)CO)I ((6-Fluoro-4-iodo-pyridin-3-yl)-methanol). Isolated yield 83.2%. As a reaction SMILES: Br[CH2:2][C:3]1[C:4]([I:10])=[CH:5][C:6]([F:9])=[N:7][CH:8]=1.[N+](C)([O-])=[O:12].CN(C)C=O.C(=O)([O-])[O-].[Na+].[Na+]>C(Cl)(Cl)Cl.F[B-](F)(F)F.[Ag+].CO>[F:9][C:6]1[N:7]=[CH:8][C:3]([CH2:2][OH:12])=[C:4]([I:10])[CH:5]=1 |f:3.4.5,7.8|. Procedure: Combine 5-bromomethyl-2-fluoro-4-iodo-pyridine (0.9 g, 2.85 mmol), nitromethane (15 mL, 278 mmol), silver tetrafluoroborate (721 mg, 3.7 mmol), and dimethylformamide (5 mL) in a round bottom flask. Stir the mixture overnight at room temperature. Add sodium carbonate (1.81 g, 17.1 mmol) and methanol (10 mL) into the mixture. Stir at room temperature for another 4 hours. Dilute the reaction mixture with chloroform, and wash with water and saturated aqueous sodium chloride. Separate the organic lay... Reactants: Br, CC(=O)O, CCOC(C)=O, COc1ccc(-c2cnc(SC)n(C)c2=O)cc1F, [Na+], [Na+], O=C([O-])O, [OH-]. The product is CSc1ncc(-c2ccc(O)c(F)c2)c(=O)n1C. RXN SMILES: [BrH:20].[C:28]([OH:29])(=[O:30])[CH3:31].[CH3:32][CH2:33][O:34][C:35]([CH3:36])=[O:37].[F:1][c:2]1[cH:3][c:4](-[c:10]2[c:11](=[O:19])[n:12]([CH3:18])[c:13]([S:16][CH3:17])[n:14][cH:15]2)[cH:5][cH:6][c:7]1[O:8][CH3:9].[Na+:25].[Na+:27].[O-:21][C:22]([OH:23])=[O:24].[OH-:26]>>[F:1][c:2]1[cH:3][c:4](-[c:10]2[c:11](=[O:19])[n:12]([CH3:18])[c:13]([S:16][CH3:17])[n:14][cH:15]2)[cH:5][cH:6][c:7]1[OH:8].